This data is from the Open Reaction Database (ORD), a public repository of structured organic reaction records. The task is: describe an organic reaction: reactants, conditions, products, and yield Reported procedure: Operating analogously to what described in example 15 starting from 1-chloro-6-methoxy-5-pyridin-4-ylmethyl-phthalazine (1.38 g, 4.66 mmoles), prepared as described in example 142, 3,5-dichloro-4-methylpyridine (1.887 mg, 11.65 mmoles), DMF (20 ml), NaH (466 mg, 11.65 mmoles), 793 mg of the title compound were obtained. As a reaction SMILES: Cl[C:2]1[C:11]2[C:6](=[C:7]([CH2:14][C:15]3[CH:20]=[CH:19][N:18]=[CH:17][CH:16]=3)[C:8]([O:12][CH3:13])=[CH:9][CH:10]=2)[CH:5]=[N:4][N:3]=1.[Cl:21][C:22]1[CH:23]=[N:24][CH:25]=[C:26]([Cl:29])[C:27]=1[CH3:28].[H-].[Na+]>CN(C=O)C>[Cl:21][C:22]1[CH:23]=[N:24][CH:25]=[C:26]([Cl:29])[C:27]=1[CH2:28][C:2]1[C:11]2[C:6](=[C:7]([CH2:14][C:15]3[CH:20]=[CH:19][N:18]=[CH:17][CH:16]=3)[C:8]([O:12][CH3:13])=[CH:9][CH:10]=2)[CH:5]=[N:4][N:3]=1 |f:2.3|. Isolated yield 41.4%. The solvent is CN(C)C=O (DMF). The reactants are ClC1=NN=CC2=C(C(=CC=C12)OC)CC1=CC=NC=C1 (1-chloro-6-methoxy-5-pyridin-4-ylmethyl-phthalazine), ClC=1C=NC=C(C1C)Cl (3,5-dichloro-4-methylpyridine), [H-].[Na+] (NaH). The product is ClC=1C=NC=C(C1CC1=NN=CC2=C(C(=CC=C12)OC)CC1=CC=NC=C1)Cl (1-(3,5-Dichloro-pyridin-4-ylmethyl)-6-methoxy-5-pyridin-4-ylmethyl-phthalazine). Reactants: COC=1C=C(C=CC1OC)CCNC(C(=COCF)C1=CC=2CCCCC2C=C1)=O (N-[2-(3,4-dimethoxyphenyl)ethyl]-3-fluoromethoxy-2-(5,6,7,8-tetrahydronaphthalen-2-yl)acrylamide), COC=1C=CC(=CC1)P2(=S)SP(=S)(S2)C=3C=CC(=CC3)OC (Lawesson's Reagent), O1CCCC1 (tetrahydrofuran), O (Water). Solvent: C(C)(=O)OCC (ethyl acetate). Product: COC=1C=C(C=CC1OC)CCNC(C(=COCF)C1=CC=2CCCCC2C=C1)=S (N-[2-(3,4-dimethoxyphenyl)ethyl]-3-fluoromethoxy-2-(5,6,7,8-tetrahydronaphthalen-2-yl)acrylthioamide). Isolated yield 56.2%. Reaction SMILES: [CH3:1][O:2][C:3]1[CH:4]=[C:5]([CH2:11][CH2:12][NH:13][C:14](=O)[C:15]([C:20]2[CH:29]=[CH:28][C:27]3[CH2:26][CH2:25][CH2:24][CH2:23][C:22]=3[CH:21]=2)=[CH:16][O:17][CH2:18][F:19])[CH:6]=[CH:7][C:8]=1[O:9][CH3:10].COC1C=CC(P2(SP(C3C=CC(OC)=CC=3)(=S)S2)=[S:40])=CC=1.O1CCCC1.O>C(OCC)(=O)C>[CH3:1][O:2][C:3]1[CH:4]=[C:5]([CH2:11][CH2:12][NH:13][C:14](=[S:40])[C:15]([C:20]2[CH:29]=[CH:28][C:27]3[CH2:26][CH2:25][CH2:24][CH2:23][C:22]=3[CH:21]=2)=[CH:16][O:17][CH2:18][F:19])[CH:6]=[CH:7][C:8]=1[O:9][CH3:10]. Procedure details: A mixture of 380 mg (0.920 mmol) of N-[2-(3,4-dimethoxyphenyl)ethyl]-3-fluoromethoxy-2-(5,6,7,8-tetrahydronaphthalen-2-yl)acrylamide, 420 mg (1.01 mmol) of Lawesson's Reagent and 5 ml of anhydrous tetrahydrofuran was refluxed by heating for 3 hours. Water and ethyl acetate were added to the reaction mixture, and the ethyl acetate layer was washed with aqueous sodium hydroxide solution, aqueous ammonium chloride solution and saturated brine subsequently, dried over anhydrous magnesium sulfate and... Reactants: [Br-], C=C[Mg+], CON(C)C(=O)C(CC1CCC2(C1)OC(c1ccccc1)C(c1ccccc1)O2)c1ccc(S(C)(=O)=O)c(Cl)c1, Cl, C1CCOC1. Yields the product C=CC(=O)C(CC1CCC2(C1)OC(c1ccccc1)C(c1ccccc1)O2)c1ccc(S(C)(=O)=O)c(Cl)c1. RXN SMILES: [Br-:41].[CH:42](=[CH2:43])[Mg+:44].[Cl:1][c:2]1[cH:3][c:4]([CH:12]([C:13](=[O:14])[N:15]([O:16][CH3:17])[CH3:18])[CH2:19][CH:20]2[CH2:21][C:22]3([O:23][CH:24]([c:33]4[cH:34][cH:35][cH:36][cH:37][cH:38]4)[CH:25]([c:27]4[cH:28][cH:29][cH:30][cH:31][cH:32]4)[O:26]3)[CH2:39][CH2:40]2)[cH:5][cH:6][c:7]1[S:8](=[O:9])(=[O:10])[CH3:11].[ClH:45].[O:46]1[CH2:47][CH2:48][CH2:49][CH2:50]1>>[Cl:1][c:2]1[cH:3][c:4]([CH:12]([C:13](=[O:14])[CH:42]=[CH2:43])[CH2:19][CH:20]2[CH2:21][C:22]3([O:23][CH:24]([c:33]4[cH:34][cH:35][cH:36][cH:37][cH:38]4)[CH:25]([c:27]4[cH:28][cH:29][cH:30][cH:31][cH:32]4)[O:26]3)[CH2:39][CH2:40]2)[cH:5][cH:6][c:7]1[S:8](=[O:9])(=[O:10])[CH3:11].